This data is from the Open Reaction Database (ORD), a public repository of structured organic reaction records. The task is: describe an organic reaction: reactants, conditions, products, and yield The reactants are O=C(n1ccnc1)n1ccnc1, COc1ccc(N2CCC(N)CC2)cc1, CN(C)C=O, O, O=C(O)CCc1ccccc1. Product: COc1ccc(N2CCC(NC(=O)CCc3ccccc3)CC2)cc1. Reaction SMILES: [C:12]([n:13]1[cH:14][cH:15][n:16][cH:17]1)([n:18]1[cH:19][cH:20][n:21][cH:22]1)=[O:23].[CH3:29][O:30][c:31]1[cH:32][cH:33][c:34]([N:37]2[CH2:38][CH2:39][CH:40]([NH2:43])[CH2:41][CH2:42]2)[cH:35][cH:36]1.[O:24]=[CH:25][N:26]([CH3:27])[CH3:28].[OH2:44].[c:1]1([CH2:7][CH2:8][C:9](=[O:10])[OH:11])[cH:2][cH:3][cH:4][cH:5][cH:6]1>>[c:1]1([CH2:7][CH2:8][C:9](=[O:11])[NH:43][CH:40]2[CH2:39][CH2:38][N:37]([c:34]3[cH:33][cH:32][c:31]([O:30][CH3:29])[cH:36][cH:35]3)[CH2:42][CH2:41]2)[cH:2][cH:3][cH:4][cH:5][cH:6]1. Starting materials: O=C([O-])O, CCOc1cc(C(N)CS(C)(=O)=O)ccc1OC, CCOC(=O)N1C(=O)c2ccccc2C1=O, CC#N, Cl, [Na+], O. Product: CCOc1cc(C(CS(C)(=O)=O)N2C(=O)c3ccccc3C2=O)ccc1OC. RXN SMILES: [C:19](=[O:20])([O-:21])[OH:22].[CH2:1]([CH3:2])[O:3][c:4]1[cH:5][c:6]([CH:12]([CH2:13][S:14](=[O:15])(=[O:16])[CH3:17])[NH2:18])[cH:7][cH:8][c:9]1[O:10][CH3:11].[CH2:24]([O:25][C:26]([N:27]1[C:30](=[O:39])[c:31]2[c:32]([cH:35][cH:36][cH:37][cH:38]2)[C:33]1=[O:34])=[O:28])[CH3:29].[CH3:41][C:42]#[N:43].[ClH:40].[Na+:23].[OH2:44]>>[CH2:1]([CH3:2])[O:3][c:4]1[cH:5][c:6]([CH:12]([CH2:13][S:14](=[O:15])(=[O:16])[CH3:17])[N:18]2[C:30](=[O:39])[c:31]3[c:32]([cH:35][cH:36][cH:37][cH:38]3)[C:33]2=[O:34])[cH:7][cH:8][c:9]1[O:10][CH3:11].